From a dataset of the Open Reaction Database (ORD), a public repository of structured organic reaction records. describe an organic reaction: reactants, conditions, products, and yield The reactants are O1CC1CCCCCCCCCC (1,2-Epoxydodecane), [Na] (sodium), CO (methanol). Yields the product COCC(CCCCCCCCCC)O (1-methoxy-2-dodecanol). Yield: 88.0%. As a reaction SMILES: [O:1]1[CH:3]([CH2:4][CH2:5][CH2:6][CH2:7][CH2:8][CH2:9][CH2:10][CH2:11][CH2:12][CH3:13])[CH2:2]1.[Na].[CH3:15][OH:16]>>[CH3:15][O:16][CH2:2][CH:3]([OH:1])[CH2:4][CH2:5][CH2:6][CH2:7][CH2:8][CH2:9][CH2:10][CH2:11][CH2:12][CH3:13] |^1:13|. Procedure: 1,2-Epoxydodecane is reacted with sodium in methanol as in Example 1 to yield 1-methoxy-2-dodecanol as a colourless oil, bp 97° C./0.07 mbar, yield 88%. Reactants: C(C)(C)(C)OC(=O)N1CC[C@H]([C@H](CC1)C)NCC1=CC=CC=C1 (racemic cis 4-benzylamino-5-methyl-azepane-1-carboxylic acid tert-butyl ester), Cl (HCl). RXN SMILES: [C:1]([O:5][C:6]([N:8]1[CH2:14][CH2:13][C@H:12]([CH3:15])[C@H:11]([NH:16]CC2C=CC=CC=2)[CH2:10][CH2:9]1)=[O:7])([CH3:4])([CH3:3])[CH3:2].Cl>[Pd].CCOC(C)=O>[C:1]([O:5][C:6]([N:8]1[CH2:14][CH2:13][C@H:12]([CH3:15])[C@H:11]([NH2:16])[CH2:10][CH2:9]1)=[O:7])([CH3:4])([CH3:2])[CH3:3]. Reported procedure: Racemic cis 4-amino-5-methyl-azepane-1-carboxylic acid tert-butyl ester was prepared in the same manner from racemic cis 4-benzylamino-5-methyl-azepane-1-carboxylic acid tert-butyl ester. In this instance, 1 atm H2 was used instead of 55 psi, Pd/C was used instead of Pd(OH)2/C, EtOAc was used instead of EtOH, and the HCl treatment was omitted. Reagents/catalysts: [Pd] (Pd/C). The product is C(C)(C)(C)OC(=O)N1CC[C@H]([C@H](CC1)C)N (Racemic cis 4-amino-5-methyl-azepane-1-carboxylic acid tert-butyl ester). Solvent: CCOC(=O)C (EtOAc). The reactants are ClC1=NC(=CC(=C1)N[N+](=O)[O-])Cl (N-(2,6-dichloropyridin-4-yl)nitramide), [OH-].[Na+] (NaOH), [NH4+].[OH-] (NH4OH), Petroleum ether ethyl acetate. Solvent: OS(=O)(=O)O (H2SO4). Conditions: temperature 80 celsius, time 2 hour. Yields the product ClC1=NC(=CC(=C1[N+](=O)[O-])N)Cl (2,6-dichloro-3-nitropyridin-4-amine). RXN SMILES: [Cl:1][C:2]1[CH:7]=[C:6]([NH:8][N+]([O-])=O)[CH:5]=[C:4]([Cl:12])[N:3]=1.[OH-:13].[Na+].[NH4+:15].[OH-:16]>OS(O)(=O)=O>[Cl:12][C:4]1[C:5]([N+:15]([O-:16])=[O:13])=[C:6]([NH2:8])[CH:7]=[C:2]([Cl:1])[N:3]=1 |f:1.2,3.4|. Reported procedure: N-(2,6-dichloropyridin-4-yl)nitramide (205 g crude, 0.617 mol) was added carefully to conc. H2SO4 (800 mL) at room temperature. Then the reaction mixture was stirred at 80° C. for 2 h. TLC (Petroleum ether/ethyl acetate=2:1) showed the reaction was complete. The mixture was cooled to room temperature and poured into crushed ice. The mixture was cooled to 0° C. and neutralized with NaOH and NH4OH. The resulting precipitate was collected by filtration and washed with water. The resulting precipita... Reaction conditions: time 15 minute. Starting materials: NC1=C(CC#N)C=CC=C1 (o-aminobenzyl cyanide), N(=O)[O-].[Na+] (sodium nitrite). Reported procedure: A solution of o-aminobenzyl cyanide (0.5 g) in aqueous hydrochloric acid 1N (9.6 mL), was treated with a solution of aqueous sodium nitrite 1N (3.85 mL). After stirring at room temperature for 15 minutes, the reaction mixture was filtered. The solid was recrystallised from ethanol to give the title compound (0.4 g) as a yellow solid, m.p. 138-140° C. 1H NMR [(CD3)2SO]: δ 7.89 (d, 1H, J=7.7 Hz); 7.76 (d, 1H, J=7.9 Hz); 7.48 (t, 1H); 7.41 (t, 1H). Yields the product C(#N)C1=NNC2=CC=CC=C12 (3-Cyano-1H-indazole). RXN SMILES: [NH2:1][C:2]1[CH:10]=[CH:9][CH:8]=[CH:7][C:3]=1[CH2:4][C:5]#[N:6].[N:11]([O-])=O.[Na+]>Cl>[C:5]([C:4]1[C:3]2[C:2](=[CH:10][CH:9]=[CH:8][CH:7]=2)[NH:1][N:11]=1)#[N:6] |f:1.2|. The solvent is Cl (hydrochloric acid). Starting materials: FC=1C=CC(=C(C1)C1=C2C(=NC=C1)NC(=C2)C=2CCN(CC2)C(=O)[C@@H]2N(C[C@@H](C2)O)C(=O)OC(C)(C)C)OC ((2R,4R)-tert-butyl 2-(4-(4-(5-fluoro-2-methoxyphenyl)-1H-pyrrolo[2,3-b]pyridin-2-yl)-1,2,3,6-tetrahydropyridine-1-carbonyl)-4-hydroxypyrrolidine-1-carboxylate), FC(C(=O)O)(F)F (trifluoroacetic acid). Solvent: ClCCl (dichloromethane). Reaction conditions: time 4 hour. Yields the product FC=1C=CC(=C(C1)C1=C2C(=NC=C1)NC(=C2)C=2CCN(CC2)C(=O)[C@@H]2NC[C@@H](C2)O)OC ({4-[4-(5-fluoro-2-methoxyphenyl)-1H-pyrrolo[2,3-b]pyridin-2-yl]-3,6-dihydropyridin-1(2H)-yl}[(2R,4R)-4-hydroxypyrrolidin-2-yl]methanone), hydrochloride salt. As a reaction SMILES: [F:1][C:2]1[CH:3]=[CH:4][C:5]([O:38][CH3:39])=[C:6]([C:8]2[CH:13]=[CH:12][N:11]=[C:10]3[NH:14][C:15]([C:17]4[CH2:18][CH2:19][N:20]([C:23]([C@H:25]5[CH2:29][C@@H:28]([OH:30])[CH2:27][N:26]5C(OC(C)(C)C)=O)=[O:24])[CH2:21][CH:22]=4)=[CH:16][C:9]=23)[CH:7]=1.FC(F)(F)C(O)=O>ClCCl>[F:1][C:2]1[CH:3]=[CH:4][C:5]([O:38][CH3:39])=[C:6]([C:8]2[CH:13]=[CH:12][N:11]=[C:10]3[NH:14][C:15]([C:17]4[CH2:18][CH2:19][N:20]([C:23]([C@H:25]5[CH2:29][C@@H:28]([OH:30])[CH2:27][NH:26]5)=[O:24])[CH2:21][CH:22]=4)=[CH:16][C:9]=23)[CH:7]=1. Procedure: To a solution of Example 240A (100 mg, 0.186 mmol) in dichloromethane (2 mL) was added trifluoroacetic acid (0.2 mL, 2.60 mmol) and the mixture was stirred at room temperature for 4 hours and concentrated. The residue was dissolved in dichloromethane (2 mL) and treated with 2M hydrogen chloride in ether (2.5 mL) and filtered. The solid was washed with diethyl ether and concentrated to obtain the title compound as the hydrochloride salt. 1H NMR (500 MHz, DMSO-d6) δ 1.70-1.80 (m, 1H), 2.53-2.79 (m... Reactants: C=C1CC(C(=O)O)C(C(=O)OCC)C1, C1CCOC1, CN1CCOCC1, CC(C)COC(=O)Cl, Nc1ccc(-n2ccccc2=O)cc1F, CN(C)C=O. Product: C=C1CC(C(=O)Nc2ccc(-n3ccccc3=O)cc2F)C(C(=O)OCC)C1. As a reaction SMILES: [CH2:1]([CH3:2])[O:3][C:4](=[O:5])[CH:6]1[CH:7]([C:12](=[O:13])[OH:14])[CH2:8][C:9](=[CH2:11])[CH2:10]1.[CH2:38]1[O:39][CH2:40][CH2:41][CH2:42]1.[CH3:43][N:44]1[CH2:45][CH2:46][O:47][CH2:48][CH2:49]1.[Cl:15][C:16]([O:17][CH2:18][CH:19]([CH3:20])[CH3:21])=[O:22].[NH2:23][c:24]1[c:25]([F:37])[cH:26][c:27](-[n:30]2[c:31](=[O:36])[cH:32][cH:33][cH:34][cH:35]2)[cH:28][cH:29]1.[O:50]=[CH:51][N:52]([CH3:53])[CH3:54]>>[CH2:1]([CH3:2])[O:3][C:4](=[O:5])[CH:6]1[CH:7]([C:12](=[O:14])[NH:23][c:24]2[c:25]([F:37])[cH:26][c:27](-[n:30]3[c:31](=[O:36])[cH:32][cH:33][cH:34][cH:35]3)[cH:28][cH:29]2)[CH2:8][C:9](=[CH2:11])[CH2:10]1.